This data is from the Open Reaction Database (ORD), a public repository of structured organic reaction records. The task is: describe an organic reaction: reactants, conditions, products, and yield Starting materials: NCc1ccc(-c2nc3c(N4CCN(Cc5cccnc5)CC4)c(Br)cnc3[nH]2)cc1, CC(C)(C)OC(=O)NCc1ccc(-c2nc3c(N4CCC(Cc5ccccc5)CC4)c(Br)cnc3[nH]2)cc1, ClCCl, O=C(O)C(F)(F)F. Product: NCc1ccc(-c2nc3c(N4CCC(Cc5ccccc5)CC4)c(Br)cnc3[nH]2)cc1. RXN SMILES: [Br:1][c:2]1[c:3]([N:4]2[CH2:5][CH2:6][N:7]([CH2:8][c:9]3[cH:10][n:11][cH:12][cH:13][cH:14]3)[CH2:15][CH2:16]2)[c:17]2[n:18][c:19](-[c:20]3[cH:21][cH:22][c:23]([CH2:24][NH2:25])[cH:26][cH:27]3)[nH:28][c:29]2[n:30][cH:31]1.[CH2:32]([c:33]1[cH:34][cH:35][cH:36][cH:37][cH:38]1)[CH:39]1[CH2:40][CH2:41][N:42]([c:45]2[c:46]3[c:47]([n:48][cH:49][c:50]2[Br:51])[nH:52][c:53](-[c:55]2[cH:56][cH:57][c:58]([CH2:59][NH:60][C:61](=[O:62])[O:63][C:64]([CH3:65])([CH3:66])[CH3:67])[cH:68][cH:69]2)[n:54]3)[CH2:43][CH2:44]1.[Cl:77][CH2:78][Cl:79].[F:70][C:71]([F:72])([F:73])[C:74]([OH:75])=[O:76]>>[CH2:32]([c:33]1[cH:34][cH:35][cH:36][cH:37][cH:38]1)[CH:39]1[CH2:40][CH2:41][N:42]([c:45]2[c:46]3[c:47]([n:48][cH:49][c:50]2[Br:51])[nH:52][c:53](-[c:55]2[cH:56][cH:57][c:58]([CH2:59][NH2:60])[cH:68][cH:69]2)[n:54]3)[CH2:43][CH2:44]1. Starting materials: COC([C@H](CC1=CC=C(C=C1)C1=CC=CC=C1)N)=O (2-(S)-amino-3-biphenyl-4-yl-propionic acid methyl ester), BrC=1C(=C(C(=O)O)C(=C(C1)Cl)OC)OC (3-bromo-5-chloro-2,6-dimethoxybenzoic acid), crude compound, FC(C1=CC=C(C=C1)B(O)O)(F)F (4-(trifluoromethyl)phenylboronic acid). Yields the product C1(=CC=C(C=C1)C[C@@H](C(=O)O)NC(=O)C=1C(=C(C=C(C1OC)Cl)C1=CC=C(C=C1)C(F)(F)F)OC)C1=CC=CC=C1 (3-Biphenyl-4-yl-2-(S)-[(5-chloro-2,4-dimethoxy-4′-trifluoromethyl-biphenyl-3-carbonyl)-amino]-propionic acid). The yield is 61.6%. As a reaction SMILES: C[O:2][C:3](=[O:19])[C@@H:4]([NH2:18])[CH2:5][C:6]1[CH:11]=[CH:10][C:9]([C:12]2[CH:17]=[CH:16][CH:15]=[CH:14][CH:13]=2)=[CH:8][CH:7]=1.Br[C:21]1[C:22]([O:33][CH3:34])=[C:23]([C:27]([O:31][CH3:32])=[C:28]([Cl:30])[CH:29]=1)[C:24]([OH:26])=O.[F:35][C:36]([F:47])([F:46])[C:37]1[CH:42]=[CH:41][C:40](B(O)O)=[CH:39][CH:38]=1>>[C:9]1([C:12]2[CH:17]=[CH:16][CH:15]=[CH:14][CH:13]=2)[CH:10]=[CH:11][C:6]([CH2:5][C@H:4]([NH:18][C:24]([C:23]2[C:22]([O:33][CH3:34])=[C:21]([C:40]3[CH:41]=[CH:42][C:37]([C:36]([F:47])([F:46])[F:35])=[CH:38][CH:39]=3)[CH:29]=[C:28]([Cl:30])[C:27]=2[O:31][CH3:32])=[O:26])[C:3]([OH:2])=[O:19])=[CH:7][CH:8]=1. Procedure: 2-(S)-amino-3-biphenyl-4-yl-propionic acid methyl ester (128 mg, 0.5 mmol) was reacted with 3-bromo-5-chloro-2,6-dimethoxybenzoic acid (148 mg, 0.5 mmol) as described in general procedure A. The resulting crude compound was reacted with 195 mg (1.0 mmol) of 4-(trifluoromethyl)phenylboronic acid as described in general procedure D. The product thus obtained was hydrolyzed according to general procedure C to afford the title product (180 mg) as a pure white solid. The reactants are C(C)OC(=C)CCCC (2-ethoxy-1-hexene), C1COCCOCCOCCOCCOCCO1 (18-crown -6), ClC(F)Cl (dichlorofluoromethane), [OH-].[K+] (potassium hydroxide). Run in CCOCC (ether), O (water). Conditions: temperature 20 celsius, time 3 hour. Product: C(CCC)C1(C(C1)(F)Cl)OCC (2-Butyl-1-chloro-2-ethoxy-1-fluoro cyclopropane). As a reaction SMILES: [CH2:1]([O:3][C:4]([CH2:6][CH2:7][CH2:8][CH3:9])=[CH2:5])[CH3:2].[OH-].[K+].C1OCCOCCOCCOCCOCCOC1.[Cl:30][CH:31](Cl)[F:32]>O.CCOCC>[CH2:6]([C:4]1([O:3][CH2:1][CH3:2])[CH2:5][C:31]1([Cl:30])[F:32])[CH2:7][CH2:8][CH3:9] |f:1.2|. Procedure details: To a solution of 61.0 g. of 2-ethoxy-1-hexene, 135 ml. of 13.5 M potassium hydroxide and 217 g. of "18-crown -6" ether at -15° C. is added dropwise over 30 minutes at 0°, a 90 ml. portion of dichlorofluoromethane. After the addition, the mixture is placed in an ice bath. An exotherm raises the temperature to 20° C., whereupon the mixture is placed in a dry-ice/carbon tetrachloride bath to maintain the temperature at -5° C. to 0° C. After three hours at this temperature, the reaction mixture is d... Reactants: COC(C1=CN=C(C(=C1)N)N)=O (5,6-diamino-nicotinic acid methyl ester), C1(=C(C(=CC(=C1)C)C)S(=O)(=O)ON)C (O-mesitylene-sulfonylhydroxylamine), O1C(=CC=C1)C=O (furan-2-carboxaldehyde). Product: COC(=O)C=1C=C(C=2N(C1)N=C(N2)C=2OC=CC2)N (8-Amino-2-furan-2-yl-[1,2,4]triazolo[1,5-a]pyridine-6-carboxylic Acid Methyl Ester). RXN SMILES: [CH3:1][O:2][C:3](=[O:12])[C:4]1[CH:9]=[C:8]([NH2:10])[C:7]([NH2:11])=[N:6][CH:5]=1.C1(C)C=C(C)C=C(C)C=1S(O[NH2:25])(=O)=O.[O:27]1[CH:31]=[CH:30][CH:29]=[C:28]1[CH:32]=O>>[CH3:1][O:2][C:3]([C:4]1[CH:9]=[C:8]([NH2:10])[C:7]2[N:6]([N:25]=[C:32]([C:28]3[O:27][CH:31]=[CH:30][CH:29]=3)[N:11]=2)[CH:5]=1)=[O:12]. Reported procedure: The title compound, MS m/e (%): 259.1 (M+, 100), was prepared in accordance with the general method of example 1 from 5,6-diamino-nicotinic acid methyl ester, O-mesitylene-sulfonylhydroxylamine, and furan-2-carboxaldehyde. The purification was performed by flash column chromatography on silica eluting with a mixture of ethyl acetate and n-hexane. The reactants are ethyl ester, C(CCCCC)NCC(=O)O (2-(n-hexylamino)acetic acid), C(CCCCC)N (n-hexylamine). The solvent is C(C)O (ethanol). Yields the product C(CCCCC)NC(CNCCCCCC)=O (N-n-hexyl-2-(n-hexylamino)acetamide). Reaction SMILES: [CH2:1]([NH:7][CH2:8][C:9]([OH:11])=O)[CH2:2][CH2:3][CH2:4][CH2:5][CH3:6].[CH2:12]([NH2:18])[CH2:13][CH2:14][CH2:15][CH2:16][CH3:17]>C(O)C>[CH2:12]([NH:18][C:9](=[O:11])[CH2:8][NH:7][CH2:1][CH2:2][CH2:3][CH2:4][CH2:5][CH3:6])[CH2:13][CH2:14][CH2:15][CH2:16][CH3:17]. Reported procedure: Into an autoclave, 5.6 gr (0.03 mol) of ethyl ester of 2-(n-hexylamino)acetic acid, 15 ml (0.1125 mol) of n-hexylamine and 1 mml of ethanol were added. The mixture was heated to 120° for 40 hours. The solvent and excess amine were then evaporated. The residue was solidified in pentene at low temperature (-80° C.), recrystallized three times from hexane, then dissolved in ether and added with a saturated HCl solution in ether till acid pH. The hydrochloride was recrystallized from isopropanol.